Dataset: the Open Reaction Database (ORD), a public repository of structured organic reaction records. Task: describe an organic reaction: reactants, conditions, products, and yield Starting materials: N1C(C=CC=2CNCCC12)=O (5,6,7,8-tetrahydro-1,6-naphthyridin-2(1H)-one), ClCC(=O)N1CCN(CC1)C1CCC1 (1-(chloroacetyl)-4-cyclobutylpiperazine), C(=O)([O-])[O-].[K+].[K+] (K2CO3). Solvent: CC#N (CH3CN). Reaction conditions: time 8 hour. Product: C1(CCC1)N1CCN(CC1)C(CN1CC=2C=CC(NC2CC1)=O)=O (6-[2-(4-cyclobutylpiperazin-1-yl)-2-oxoethyl]-5,6,7,8-tetrahydro-1,6-naphthyridin-2(1H)-one). Reaction SMILES: [NH:1]1[C:10]2[CH2:9][CH2:8][NH:7][CH2:6][C:5]=2[CH:4]=[CH:3][C:2]1=[O:11].Cl[CH2:13][C:14]([N:16]1[CH2:21][CH2:20][N:19]([CH:22]2[CH2:25][CH2:24][CH2:23]2)[CH2:18][CH2:17]1)=[O:15].C([O-])([O-])=O.[K+].[K+]>CC#N>[CH:22]1([N:19]2[CH2:20][CH2:21][N:16]([C:14](=[O:15])[CH2:13][N:7]3[CH2:8][CH2:9][C:10]4[NH:1][C:2](=[O:11])[CH:3]=[CH:4][C:5]=4[CH2:6]3)[CH2:17][CH2:18]2)[CH2:25][CH2:24][CH2:23]1 |f:2.3.4|. Procedure details: A mixture of 5,6,7,8-tetrahydro-1,6-naphthyridin-2(1H)-one (98 mg, 0.653 mmol), 1-(chloroacetyl)-4-cyclobutylpiperazine (142 mg, 0.653 mmol), K2CO3 (360 mg, 2.61 mmol) and KI (12 mg, 0.07 mmol) in CH3CN (15 mL) is stirred at rt overnight. The solvent is removed in vacuo and the residue is partitioned between water (10 mL) and EtOAc (20 mL). The layers are separated and the aqueous layer is extracted with EtOAc (2×10 mL) and the combined extracts are dried and evaporated. The resulting oil is pur... Reactants: [H-].[Al+3].[Li+].[H-].[H-].[H-] (lithium aluminum hydride), COC(C(C(CC1=CCC2C(CCCC12C)OC(C)=O)C)Cl)=O (7-(acetyloxy)-α-chloro-3a,4,5,6,7,7a-hexahydro-β,3a-dimethyl-1H-indene-3-butanoic acid methyl ester), O1CCCC1 (tetrahydrofuran), solution, [H-].[Al+3].[Li+].[H-].[H-].[H-] (lithium aluminum hydride), O1CCCC1 (tetrahydrofuran). Reaction conditions: temperature 0 celsius, time 2 hour. The product is C(C)(=O)OC1CCCC2(C(=CCC12)C(CC(CO)Cl)C)C (7-(acetyloxy)-β-chloro-3a,4,5,6,7,7a-hexahydro-δ,3a-dimethyl-1H-indene-3-butanol). The yield is 93.0%. As a reaction SMILES: C[O:2][C:3](=O)[CH:4]([Cl:22])[CH:5](C)[CH2:6][C:7]1[C:15]2([CH3:16])[CH:10]([CH:11]([O:17][C:18](=[O:20])[CH3:19])[CH2:12][CH2:13][CH2:14]2)[CH2:9][CH:8]=1.[H-].[Al+3].[Li+].[H-].[H-].[H-].O1CCC[CH2:31]1>>[C:18]([O:17][CH:11]1[CH:10]2[C:15]([CH3:16])([C:7]([CH:6]([CH3:31])[CH2:5][CH:4]([Cl:22])[CH2:3][OH:2])=[CH:8][CH2:9]2)[CH2:14][CH2:13][CH2:12]1)(=[O:20])[CH3:19] |f:1.2.3.4.5.6|. Reported procedure: A solution of 1.01 g (2.95 mmol) of [3aS-[3(αS*, γR*),3aα,7β,7aβ]-7-(acetyloxy)-α-chloro-3a,4,5,6,7,7a-hexahydro-β,3a-dimethyl-1H-indene-3-butanoic acid methyl ester in 25 mL of anhydrous tetrahydrofuran was cooled at 0° C. and treated under argon with 1.47 mL (1.47 mmol) of a 1M solution of lithium aluminum hydride in tetrahydrofuran. After stirring for 2 hours at 0° C., additional 0.20 mL of lithium aluminum hydride solution was added and the reaction allowed to proceed for 1 additional hour. ... Reactants: COC=1C=C(C=CC1)S (3-methoxybenzenethiol), [OH-].[Na+] (sodium hydroxide), ClCC(CCl)=O (1,3-dichloro-2-propanone). Run in O (water), CO.O (methanol water). Reaction conditions: temperature 0 celsius, time 10 hour. Yields the product ClCC(CSC1=CC(=CC=C1)OC)=O (1-Chloro-3-(3-methoxyphenyl)sulfanyl-propan-2-one). RXN SMILES: [Cl:1][CH2:2][C:3](=[O:6])[CH2:4]Cl.[CH3:7][O:8][C:9]1[CH:10]=[C:11]([SH:15])[CH:12]=[CH:13][CH:14]=1.[OH-].[Na+]>CO.O.O>[Cl:1][CH2:2][C:3](=[O:6])[CH2:4][S:15][C:11]1[CH:12]=[CH:13][CH:14]=[C:9]([O:8][CH3:7])[CH:10]=1 |f:2.3,4.5|. Procedure details: To a stirred solution of 1,3-dichloro-2-propanone (12.70 g, 0.1 mol) in methanol/water (100 ml, 1:3) at 0° C. is added a suspension of 3-methoxybenzenethiol (14.02 g, 0.1 mol) and sodium hydroxide (4.00 g, 0.10 g) in water (100 ml). The mixture is stirred at 0° C. for 7 h and at mom temperature for 10 h. The precipitated product is extracted with dichloromethane (100 ml), washed with water (80 ml), and dried with sodium sulfate. After removal of the solvent, we obtained the good product (oil, 18... Starting materials: CC(C(CC(=O)OC)=O)(C)C (methyl 4,4-dimethyl-3-oxopentanoate), Cl.NO (hydroxylamine hydrochloride), O (water). Run in C(C)O (ethanol). Yields the product C(C)(C)(C)C=1NOC(C1)=O (3-t-Butylisoxazol-5-one). The yield is 73.6%. RXN SMILES: Cl.[NH2:2]O.[CH3:4][C:5]([CH3:14])([CH3:13])[C:6](=O)[CH2:7][C:8]([O:10]C)=[O:9].O>C(O)C>[C:5]([C:6]1[NH:2][O:10][C:8](=[O:9])[CH:7]=1)([CH3:14])([CH3:13])[CH3:4] |f:0.1|. Reported procedure: A mixture of 8.8 grams (126 mmol, 1 eq) of hydroxylamine hydrochloride and 10 grams (126 mmol, 1 eq) in 40 mL of ethanol was heated to reflux and 20 grams (126 mmol, 1 eq) of methyl 4,4-dimethyl-3-oxopentanoate was added. The reaction mixture was heated for 2 hours and then allowed to cool to room temperature overnight. The mixture formed a precipitate. To this mixture was added 50 mL of water with stirring and more precipitate formed. The solid was collected by filtration and dried. This gave 1... The reactants are N,N'-carbonyldiimidazole, C(C)(C)(C)OC(=O)N[C@H](C)C(=O)O (N-tert-butoxycarbonyl-D-alanine), NC1=C(C=CC=C1Cl)S (2-amino-3-chlorothiophenol). The solvent is O1CCCC1 (tetrahydrofuran). Run at time 30 minute. Yields the product C(C)(C)(C)OC(=O)N[C@H](C)C=1SC2=C(N1)C(=CC=C2)Cl ((R)-N-tert-butoxycarbonyl-1-(4-chloro-2-benzothiazolyl)ethylamine). Isolated yield 52.0%. Reaction SMILES: [C:1]([O:5][C:6]([NH:8][C@@H:9]([C:11](O)=O)[CH3:10])=[O:7])([CH3:4])([CH3:3])[CH3:2].[NH2:14][C:15]1[C:20]([Cl:21])=[CH:19][CH:18]=[CH:17][C:16]=1[SH:22]>O1CCCC1>[C:1]([O:5][C:6]([NH:8][C@@H:9]([C:11]1[S:22][C:16]2[CH:17]=[CH:18][CH:19]=[C:20]([Cl:21])[C:15]=2[N:14]=1)[CH3:10])=[O:7])([CH3:4])([CH3:3])[CH3:2]. Reported procedure: 18.4 g of N,N'-carbonyldiimidazole was gradually added to a solution containing 20.5 g of N-tert-butoxycarbonyl-D-alanine dissolved in 200 mL of tetrahydrofuran, and the reaction mixture was stirred for 30 minutes at room temperature. 16.5 g of 2-amino-3-chlorothiophenol was added to the reaction mixture, and the whole mixture was refluxed for 3 hours. After completion of the reaction, the resulting mixture was poured into ice-cold water. The organic layer was extracted with ethyl acetate, washe... Reactants: FC=1C=C(C=C(C1)F)[C@@H](C(C)(O)C)C1CN(C1)C(C1=CC=CC=C1)C1=CC=CC=C1 ((1S)-1-(3,5-difluorophenyl)-1-[1-(diphenylmethyl)azetidin-3-yl]-2-methylpropan-2-ol), N1=CC=CC=C1.F (hydrogen fluoride-pyridine), C(Cl)Cl (CH2Cl2), [OH-].[Na+] (NaOH), C(=O)(O)[O-].[Na+] (NaHCO3), ice, C(Cl)Cl (CH2Cl2), [OH-].[Na+] (NaOH). Reaction conditions: temperature 42 celsius, time 15 hour. Product: ClC1=CC=C(C=C1)[C@@H](C=1C=C(C#N)C=CC1)N1CC(C1)[C@H](C(C)(C)F)C1=CC(=CC(=C1)F)F (3-((S)-(4-chlorophenyl){3-[(1S)-1-(3,5-difluorophenyl)-2-fluoro-2-methylpropyl]azetidin-1-yl}methyl)benzonitrile). As a reaction SMILES: [F:1][C:2]1[CH:3]=[C:4]([C@H:9]([CH:14]2[CH2:17][N:16]([CH:18]([C:25]3[CH:30]=[CH:29]C=[CH:27][CH:26]=3)[C:19]3[CH:24]=[CH:23][CH:22]=[CH:21][CH:20]=3)[CH2:15]2)[C:10]([CH3:13])(O)[CH3:11])[CH:5]=[C:6]([F:8])[CH:7]=1.[N:31]1[CH:36]=CC=CC=1.[FH:37].[OH-].[Na+].C([O-])(O)=O.[Na+].[CH2:45]([Cl:47])Cl>>[Cl:47][C:45]1[CH:29]=[CH:30][C:25]([C@H:18]([N:16]2[CH2:17][CH:14]([C@@H:9]([C:4]3[CH:3]=[C:2]([F:1])[CH:7]=[C:6]([F:8])[CH:5]=3)[C:10]([F:37])([CH3:11])[CH3:13])[CH2:15]2)[C:19]2[CH:24]=[C:23]([CH:22]=[CH:21][CH:20]=2)[C:36]#[N:31])=[CH:26][CH:27]=1 |f:1.2,3.4,5.6|. Reported procedure: To a solution of 5.5 g (13.5 mmole) of (1S)-1-(3,5-difluorophenyl)-1-[1-(diphenylmethyl)azetidin-3-yl]-2-methylpropan-2-ol in 25 mL of CH2Cl2 was added 15 mL of hydrogen fluoride-pyridine and the two-phase mixture was stirred for 15 h at 42° C. Then the reaction mixture was poured to 100 mL of 5N NaOH, 20 mL of aq NaHCO3, 150 mL of CH2Cl2 and 100 mL ice. The pH was adjusted to 8-9 with 2N NaOH. The water layer was extracted with CH2Cl2 (3×1500 mL). The combined organic layer was dried over Na2SO... The reactants are ClC1=NC=C(C=C1NC(C1=C(C=CC=C1)[N+](=O)[O-])=O)C (N-(2-chloro-5-methylpyridin-3-yl)-2-nitrobenzamide), P12(=S)SP3(=S)SP(=S)(S1)SP(=S)(S2)S3 (P2S5), C=1(C(=CC=CC1)C)C (xylene). The solvent is N1=CC=CC=C1 (pyridine). Reaction conditions: temperature 140 celsius, time 20 hour. The product is CC=1C=C2C(=NC1)SC(=N2)C2=C(C=CC=C2)[N+](=O)[O-] (6-methyl-2-(2-nitrophenyl)thiazolo[5,4-b]pyridine). Isolated yield 75.4%. As a reaction SMILES: Cl[C:2]1[C:7]([NH:8][C:9](=O)[C:10]2[CH:15]=[CH:14][CH:13]=[CH:12][C:11]=2[N+:16]([O-:18])=[O:17])=[CH:6][C:5]([CH3:20])=[CH:4][N:3]=1.P12(SP3(SP(SP(S3)(S1)=S)(=S)S2)=S)=[S:22].C1(C)C(C)=CC=CC=1>N1C=CC=CC=1>[CH3:20][C:5]1[CH:6]=[C:7]2[N:8]=[C:9]([C:10]3[CH:15]=[CH:14][CH:13]=[CH:12][C:11]=3[N+:16]([O-:18])=[O:17])[S:22][C:2]2=[N:3][CH:4]=1. Reported procedure: A mixture of N-(2-chloro-5-methylpyridin-3-yl)-2-nitrobenzamide (5.0 g, 17.1 mmol) and P2S5 (7.6 g, 34.2 mmol) in pyridine (50 mL) and p -xylene (200 mL) was stirred at 140° C. for 20 h. The hot solution was transferred to another flask and the solvent was removed in vacuo. The residue was purified by recrystallization from EtOH to afford 6-methyl-2-(2-nitrophenyl)thiazolo[5,4-b]pyridine as a yellow solid (3.5 g, yield: 75%). Reactants: C(\C(\C)=C\C)(=O)OCC (ethyl tiglate), C(C)(=S)O (thioacetic acid), C(\C(\C)=C\C)(=O)OCC (ethyl tiglate). Yields the product C(C)(=O)SC(C(C(=O)OCC)C)C (ethyl 3-acetylthio-2-methylbutyrate). As a reaction SMILES: [C:1]([O:7][CH2:8][CH3:9])(=[O:6])/[C:2](=[CH:4]/[CH3:5])/[CH3:3].[C:10]([OH:13])(=[S:12])[CH3:11]>>[C:10]([S:12][CH:4]([CH3:5])[CH:2]([CH3:3])[C:1]([O:7][CH2:8][CH3:9])=[O:6])(=[O:13])[CH3:11]. Reported procedure: A mixture of 3.20 g (0.025 mol) of ethyl tiglate and 4.76 g (0.0625 mol) of thioacetic acid was prepared and allowed to react under nitrogen atmosphere at 85° C. for 24 hours. The results showed that the conversion rate of ethyl tiglate was 35.3%, and that the selectivity for the objective compound was 91.6%. Reactants: CC1=C(C(=CC=C1)C)C(C(C)C1=CC=CC=C1)N (1-(2',6'-Dimethylphenyl)-2-phenyl-amino-propane), NC1=CC=CC=C1 (aniline), ( b ), BrC(CNC1=C(C=CC=C1C)C)C (N-(β-bromopropyl)-2,6-dimethyl-aniline), ( a ). Product: CC1=C(C(=CC=C1)C)N1C(N(C(C1)C)C1=CC=CC=C1)=N (1-(2',6'-Dimethylphenyl)-2-imino-3-phenyl-4-methylimidazolidine). RXN SMILES: CC1C=CC=C(C)C=1[CH:9]([NH2:18])C(C1C=CC=CC=1)C.Br[CH:20]([CH3:31])[CH2:21][NH:22][C:23]1[C:28]([CH3:29])=[CH:27][CH:26]=[CH:25][C:24]=1[CH3:30].[NH2:32][C:33]1[CH:38]=[CH:37][CH:36]=[CH:35][CH:34]=1>>[CH3:30][C:24]1[CH:25]=[CH:26][CH:27]=[C:28]([CH3:29])[C:23]=1[N:22]1[CH2:21][CH:20]([CH3:31])[N:32]([C:33]2[CH:38]=[CH:37][CH:36]=[CH:35][CH:34]=2)[C:9]1=[NH:18]. Reported procedure: 1-(2',6'-Dimethylphenyl)-2-phenyl-amino-propane, applied as starting substance, is prepared with a yield of 41.0% by reacting N-(β-bromopropyl)-2,6-dimethyl-aniline, a compound obtained as described in Example 3, Method (c), point (a), with aniline according to the process given in Example 3, Method (c), point (b). The boiling point of the product is 116°-120° C./1.5 mm Hg. Product: CC(=O)c1sc(NS(=O)(=O)c2cc(Cl)c(Cl)cc2Cl)nc1C. Starting materials: CC(=O)c1sc(N)nc1C, O=S(=O)(Cl)c1cc(Cl)c(Cl)cc1Cl. RXN SMILES: [C:1]([CH3:2])(=[O:3])[c:4]1[c:5]([CH3:10])[n:6][c:7]([NH2:9])[s:8]1.[Cl:11][c:12]1[c:13]([S:20](=[O:21])(=[O:22])[Cl:23])[cH:14][c:15]([Cl:19])[c:16]([Cl:18])[cH:17]1>>[C:1]([CH3:2])(=[O:3])[c:4]1[c:5]([CH3:10])[n:6][c:7]([NH:9][S:20]([c:13]2[c:12]([Cl:11])[cH:17][c:16]([Cl:18])[c:15]([Cl:19])[cH:14]2)(=[O:21])=[O:22])[s:8]1.